This data is from the Open Reaction Database (ORD), a public repository of structured organic reaction records. The task is: describe an organic reaction: reactants, conditions, products, and yield The reactants are stainless steel, C1(=CC=CC=C1)C (toluene), C(C1=CC=CC=C1)N1CC(OCC1)C(CC1=C(C=CC=C1)OC(F)(F)F)(O)C1=CC=CC=C1 (1-(4-Benzyl-morpholin-2-yl)-1-phenyl-2-(2-trifluoromethoxy-phenyl)-ethanol), Cl (HCl), C(C)O (ethanol). The reagents and catalysts are [Pd] (Pd/C). The solvent is CO (methanol), CO (methanol), CO (methanol). Reaction conditions: temperature 40 celsius, time 3 hour. Product: Cl.N1C[C@@H](OCC1)[C@@](CC1=C(C=CC=C1)OC(F)(F)F)(O)C1=CC=CC=C1 ((S,R) 1-Morpholin-2-yl-1-phenyl-2-(2-trifluoromethoxy-phenyl)-ethanol hydrochloride). Reaction SMILES: C([N:8]1[CH2:13][CH2:12][O:11][CH:10]([C:14]([C:28]2[CH:33]=[CH:32][CH:31]=[CH:30][CH:29]=2)([OH:27])[CH2:15][C:16]2[CH:21]=[CH:20][CH:19]=[CH:18][C:17]=2[O:22][C:23]([F:26])([F:25])[F:24])[CH2:9]1)C1C=CC=CC=1.[ClH:34].C(O)C.C1(C)C=CC=CC=1>CO.[Pd]>[ClH:34].[NH:8]1[CH2:13][CH2:12][O:11][C@@H:10]([C@:14]([C:28]2[CH:29]=[CH:30][CH:31]=[CH:32][CH:33]=2)([OH:27])[CH2:15][C:16]2[CH:21]=[CH:20][CH:19]=[CH:18][C:17]=2[O:22][C:23]([F:26])([F:25])[F:24])[CH2:9]1 |f:6.7|. Procedure details: Alternatively, the following method may be used. A stainless steel Buchi hydrogenation reactor was loaded with 1-(4-Benzyl-morpholin-2-yl)-1-phenyl-2-(2-trifluoromethoxy-phenyl)-ethanol (230 g, 0.503 mole), methanol (1 L), a suspension of Pd/C (10%, 46 g, 20% loading) in methanol (500 ml), and methanol (500 ml) from equipment rinses. A solution of HCl in ethanol (1.6N, 460 ml, 0.736 mole, 1.5 eq.) was added and the reactor was pressurized with H2 (3 Bar). The reaction mixture was heated to 40° C... Reactants: CI, COc1ccc(C2CNC(=O)O2)cc1OC, CN(C)C=O, [H-], [Na+]. The product is COc1ccc(C2CN(C)C(=O)O2)cc1OC. As a reaction SMILES: [CH3:19][I:20].[CH3:1][O:2][c:3]1[cH:4][c:5]([CH:11]2[CH2:12][NH:13][C:14](=[O:16])[O:15]2)[cH:6][cH:7][c:8]1[O:9][CH3:10].[CH3:21][N:22]([CH3:23])[CH:24]=[O:25].[H-:17].[Na+:18]>>[CH3:1][O:2][c:3]1[cH:4][c:5]([CH:11]2[CH2:12][N:13]([CH3:19])[C:14](=[O:16])[O:15]2)[cH:6][cH:7][c:8]1[O:9][CH3:10].